describe an organic reaction: reactants, conditions, products, and yield From a dataset of the Open Reaction Database (ORD), a public repository of structured organic reaction records. The reactants are C(C)(C)NC(C)C (diisopropylamine), C(CCC)[Li] (n-butyllithium), [Li+].CC(C)[N-]C(C)C (LDA), C1(CCCCC1)=O (cyclohexanone), C(=C)S(=O)C1=CC=CC=C1 (phenyl vinyl sulfoxide), [OH-].[Na+] (NaOH). Run in C1CCOC1 (THF), C1CCOC1 (THF), C1CCOC1 (THF). Conditions: time 30 minute. Yields the product O=C1C(C=CC=C1)S(=O)C1C(C=CC=C1)=O (Ketophenyl Sulfoxide). Yield: 82.0%. As a reaction SMILES: C(NC(C)C)(C)C.C([Li])CCC.[Li+].CC([N-]C(C)C)C.[C:21]1(=[O:27])[CH2:26][CH2:25][CH2:24][CH2:23][CH2:22]1.C([S:30]([C:32]1[CH:37]=[CH:36][CH:35]=[CH:34][CH:33]=1)=[O:31])=C.[OH-:38].[Na+]>C1COCC1>[O:27]=[C:21]1[CH:26]=[CH:25][CH:24]=[CH:23][CH:22]1[S:30]([CH:32]1[CH:37]=[CH:36][CH:35]=[CH:34][C:33]1=[O:38])=[O:31] |f:2.3,6.7|. Procedure: To a solution of diisopropylamine (3.08 mL, 22 mmol) in dry THF (30 mL) was added dropwise 1.6M n-butyllithium (13.2 mL, 21 mmol) at -78° C. and the resulting solution was stirred for 30 min. To this LDA solution was added dropwise by cannula a solution of cyclohexanone (2.06 g, 21 mmol) in THF (30 mL) at -78° C. and the cooling bath was removed. After being stirred for 1 h, this solution was recooled to -78° C. A solution of phenyl vinyl sulfoxide (Aldrich, 3.34 g, 22 mmol) in THF (20 mL) was a... The reactants are C(C=C)N(CCCCCCOC1=CC(=C(C=C1)C(=O)C1=CC=C(C=C1)Br)F)C ([4-[6-(allyl-methyl-amino)-hexyloxy]-2-fluoro-phenyl]-(4-bromo-phenyl)-methanone), C[O-].[Na+] (sodium methanolate). The solvent is C1CCOC1 (THF), CO (methanol). Run at time 8 hour. Product: C(C=C)N(CCCCCCOC1=CC(=C(C=C1)C(=O)C1=CC=C(C=C1)Br)OC)C ([4-[6-(allyl-methyl-amino)-hexyloxy]-2-methoxy-phenyl]-(4-bromo-phenyl)-methanone). Reaction SMILES: [CH2:1]([N:4]([CH3:28])[CH2:5][CH2:6][CH2:7][CH2:8][CH2:9][CH2:10][O:11][C:12]1[CH:17]=[CH:16][C:15]([C:18]([C:20]2[CH:25]=[CH:24][C:23]([Br:26])=[CH:22][CH:21]=2)=[O:19])=[C:14](F)[CH:13]=1)[CH:2]=[CH2:3].[CH3:29][O-:30].[Na+]>C1COCC1.CO>[CH2:1]([N:4]([CH3:28])[CH2:5][CH2:6][CH2:7][CH2:8][CH2:9][CH2:10][O:11][C:12]1[CH:17]=[CH:16][C:15]([C:18]([C:20]2[CH:25]=[CH:24][C:23]([Br:26])=[CH:22][CH:21]=2)=[O:19])=[C:14]([O:30][CH3:29])[CH:13]=1)[CH:2]=[CH2:3] |f:1.2|. Procedure details: 8.97 g of [4-[6-(allyl-methyl-amino)-hexyloxy]-2-fluoro-phenyl]-(4-bromo-phenyl)-methanone in 450 ml of THF are stirred with 37 ml of 5.4M sodium methanolate in methanol at room temperature for 14 hrs. and under reflux for 1 hr. The solution is evaporated and the residue is taken up in methylene chloride/10% sodium chloride solution. The organic phase is dried, dissolved in ether and stirred overnight with 2.08 g of fumaric acid. There are obtained 8.17 g of [4-[6-(allyl-methyl-amino)-hexyloxy]-...